describe an organic reaction: reactants, conditions, products, and yield From a dataset of the Open Reaction Database (ORD), a public repository of structured organic reaction records. The reactants are CCOC(C)=O, CCOC(=O)C1CC=C(CCc2ccccc2)CC1. Product: CCOC(=O)C1CCC(CCc2ccccc2)CC1. As a reaction SMILES: [CH3:20][CH2:21][O:22][C:23]([CH3:24])=[O:25].[c:1]1([CH2:7][CH2:8][C:9]2=[CH:10][CH2:11][CH:12]([C:15](=[O:16])[O:17][CH2:18][CH3:19])[CH2:13][CH2:14]2)[cH:2][cH:3][cH:4][cH:5][cH:6]1>>[c:1]1([CH2:7][CH2:8][CH:9]2[CH2:10][CH2:11][CH:12]([C:15](=[O:16])[O:17][CH2:18][CH3:19])[CH2:13][CH2:14]2)[cH:2][cH:3][cH:4][cH:5][cH:6]1. The reactants are Cc1ccccc1S(=O)(=O)Cl, COc1ccccc1N. Yields the product COc1ccccc1NS(=O)(=O)c1ccccc1C. RXN SMILES: [CH3:10][c:11]1[c:12]([S:17](=[O:18])(=[O:19])[Cl:20])[cH:13][cH:14][cH:15][cH:16]1.[CH3:1][O:2][c:3]1[c:4]([NH2:9])[cH:5][cH:6][cH:7][cH:8]1>>[CH3:1][O:2][c:3]1[c:4]([NH:9][S:17]([c:12]2[c:11]([CH3:10])[cH:16][cH:15][cH:14][cH:13]2)(=[O:18])=[O:19])[cH:5][cH:6][cH:7][cH:8]1. The reactants are N1(N=NC2=C1C=CC=C2)OC2=NC=C(C(=N2)NC2=C1C=CN(C1=CC=C2)C)C(=O)N (2-(1H-benzo[d][1,2,3]triazol-1-yloxy)-4-(1-methyl-1H-indol-4-ylamino)pyrimidine-5-carboxamide), N1(CCCC1)CCOC1=CC=C(N)C=C1 (4-(2-(pyrrolidin-1-yl)ethoxy)aniline), O.C1(=CC=C(C=C1)S(=O)(=O)O)C (p-toluenesulfonic acid hydrate). Run in CN1CCCC1=O (NMP). Run at temperature 100 celsius. The product is CN1C=CC2=C(C=CC=C12)NC1=NC(=NC=C1C(=O)N)NC1=CC=C(C=C1)OCCN1CCCC1 (4-(1-methyl-1H-indol-4-ylamino)-2-(4-(2-(pyrrolidin-1-yl)ethoxy)phenylamino)pyrimidine-5-carboxamide). Yield: 45.2%. RXN SMILES: N1(O[C:11]2[N:16]=[C:15]([NH:17][C:18]3[CH:26]=[CH:25][CH:24]=[C:23]4[C:19]=3[CH:20]=[CH:21][N:22]4[CH3:27])[C:14]([C:28]([NH2:30])=[O:29])=[CH:13][N:12]=2)C2C=CC=CC=2N=N1.[N:31]1([CH2:36][CH2:37][O:38][C:39]2[CH:45]=[CH:44][C:42]([NH2:43])=[CH:41][CH:40]=2)[CH2:35][CH2:34][CH2:33][CH2:32]1.O.C1(C)C=CC(S(O)(=O)=O)=CC=1>CN1C(=O)CCC1>[CH3:27][N:22]1[C:23]2[C:19](=[C:18]([NH:17][C:15]3[C:14]([C:28]([NH2:30])=[O:29])=[CH:13][N:12]=[C:11]([NH:43][C:42]4[CH:44]=[CH:45][C:39]([O:38][CH2:37][CH2:36][N:31]5[CH2:35][CH2:34][CH2:33][CH2:32]5)=[CH:40][CH:41]=4)[N:16]=3)[CH:26]=[CH:25][CH:24]=2)[CH:20]=[CH:21]1 |f:2.3|. Procedure details: To a solution of 2-(1H-benzo[d][1,2,3]triazol-1-yloxy)-4-(1-methyl-1H-indol-4-ylamino)pyrimidine-5-carboxamide (62 mg, 0.15 mmol) in NMP (1 ml) was added 4-(2-(pyrrolidin-1-yl)ethoxy)aniline (31 mg, 0.15 mmol) and p-toluenesulfonic acid hydrate (28 mg, 0.15 mmol). It was heated at 100° C. for 4 h, and was purified by preparative HPLC to give 4-(1-methyl-1H-indol-4-ylamino)-2-(4-(2-(pyrrolidin-1-yl)ethoxy)phenylamino)pyrimidine-5-carboxamide (32 mg). MS found for C26H29N7O2 as (M+H)+ 472.4. UV: λ... The reactants are CCOCC, CCOC(C)=O, CCCCCC, O=C=NC(=O)Cc1ccc(F)cc1, CN1CC(N2CCN(C(=O)Nc3cc(Oc4ccc(N)cc4F)ccn3)CC2)C1, [Na+], C1CCOC1, O=C([O-])O. Yields the product CN1CC(N2CCN(C(=O)Nc3cc(Oc4ccc(NC(=O)NC(=O)Cc5ccc(F)cc5)cc4F)ccn3)CC2)C1. RXN SMILES: [CH3:48][CH2:49][O:50][CH2:51][CH3:52].[CH3:58][CH2:59][O:60][C:61](=[O:62])[CH3:63].[CH3:64][CH2:65][CH2:66][CH2:67][CH2:68][CH3:69].[F:30][c:31]1[cH:32][cH:33][c:34]([CH2:37][C:38](=[O:39])[N:40]=[C:41]=[O:42])[cH:35][cH:36]1.[NH2:1][c:2]1[cH:3][c:4]([F:29])[c:5]([O:6][c:7]2[cH:8][c:9]([NH:13][C:14](=[O:15])[N:16]3[CH2:17][CH2:18][N:19]([CH:22]4[CH2:23][N:24]([CH3:26])[CH2:25]4)[CH2:20][CH2:21]3)[n:10][cH:11][cH:12]2)[cH:27][cH:28]1.[Na+:43].[O:53]1[CH2:54][CH2:55][CH2:56][CH2:57]1.[OH:44][C:45](=[O:46])[O-:47]>>[NH:1]([c:2]1[cH:3][c:4]([F:29])[c:5]([O:6][c:7]2[cH:8][c:9]([NH:13][C:14](=[O:15])[N:16]3[CH2:17][CH2:18][N:19]([CH:22]4[CH2:23][N:24]([CH3:26])[CH2:25]4)[CH2:20][CH2:21]3)[n:10][cH:11][cH:12]2)[cH:27][cH:28]1)[C:41]([NH:40][C:38]([CH2:37][c:34]1[cH:33][cH:32][c:31]([F:30])[cH:36][cH:35]1)=[O:39])=[O:42]. Starting materials: CC(C)(C)OC(=O)NCC(=O)O, CC#N, C(=NC1CCCCC1)=NC1CCCCC1, CC(C)(C)OC(=O)C1CSC(c2ccccc2F)N1. Product: CC(C)(C)OC(=O)NCC(=O)N1C(C(=O)OC(C)(C)C)CSC1c1ccccc1F. As a reaction SMILES: [C:35]([CH3:36])([CH3:37])([CH3:38])[O:39][C:40](=[O:41])[NH:42][CH2:43][C:44](=[O:45])[OH:46].[CH3:47][C:48]#[N:49].[CH:1]1([N:2]=[C:3]=[N:4][CH:5]2[CH2:6][CH2:7][CH2:8][CH2:9][CH2:10]2)[CH2:11][CH2:12][CH2:13][CH2:14][CH2:15]1.[F:16][c:17]1[c:18]([CH:23]2[S:24][CH2:25][CH:26]([C:28](=[O:29])[O:30][C:31]([CH3:32])([CH3:33])[CH3:34])[NH:27]2)[cH:19][cH:20][cH:21][cH:22]1>>[F:16][c:17]1[c:18]([CH:23]2[S:24][CH2:25][CH:26]([C:28](=[O:29])[O:30][C:31]([CH3:32])([CH3:33])[CH3:34])[N:27]2[C:44]([CH2:43][NH:42][C:40]([O:39][C:35]([CH3:36])([CH3:37])[CH3:38])=[O:41])=[O:45])[cH:19][cH:20][cH:21][cH:22]1. Reactants: [H-].[Na+] (NaH), C=C1N(CCC=2C3=CC(=CC=C3NC12)OC)C(C)=O (1-methylene-2-acetyl-6-methoxy-1,2,3,4-tetrahydro-β-carboline), CN(C)C=O (DMF). Reaction conditions: time 8 hour. The product is C(C)(=O)N1C(C=2NC=3C=CC(=CC3C(C2C1)=O)OC)=C (2-acetyl-7-methoxy-3-methylene-9-oxo-1,3,4,9-tetrahydropyrrolo[3,4-b]quinoline). RXN SMILES: [H-].[Na+].[CH2:3]=[C:4]1[C:16]2[NH:15][C:14]3[C:9](=[CH:10][C:11]([O:17][CH3:18])=[CH:12][CH:13]=3)[C:8]=2[CH2:7][CH2:6][N:5]1[C:19](=[O:21])[CH3:20].CN(C=[O:26])C>>[C:19]([N:5]1[CH2:6][C:7]2[C:8](=[O:26])[C:9]3[CH:10]=[C:11]([O:17][CH3:18])[CH:12]=[CH:13][C:14]=3[NH:15][C:16]=2[C:4]1=[CH2:3])(=[O:21])[CH3:20] |f:0.1|. Procedure details: NaH (1.5 eq; 60% suspension in oil) is added to a solution of 1-methylene-2-acetyl-6-methoxy-1,2,3,4-tetrahydro-β-carboline (1 g; 3.9 mmol) in DMF (5 ml). The mixture is stirred under an oxygen atmosphere overnight. The DMF is then distilled off under reduced pressure. The crude product is washed successively with ethyl acetate, methanol and then ether. After drying, 2-acetyl-7-methoxy-3-methylene-9-oxo-1,3,4,9-tetrahydropyrrolo[3,4-b]quinoline is obtained. Reactants: O=C(n1ccnc1)n1ccnc1, C1CCOC1, CCCCCC, Cn1cc(C(=O)O)c(Nc2ccc(I)cc2F)cc1=O, NC(CO)(CO)CO, CN(C)C=O. Product: Cn1cc(C(=O)NC(CO)(CO)CO)c(Nc2ccc(I)cc2F)cc1=O. RXN SMILES: [C:21]([n:22]1[cH:23][cH:24][n:25][cH:26]1)([n:27]1[cH:28][cH:29][n:30][cH:31]1)=[O:32].[CH2:47]1[O:48][CH2:49][CH2:50][CH2:51]1.[CH3:41][CH2:42][CH2:43][CH2:44][CH2:45][CH3:46].[F:1][c:2]1[c:3]([NH:4][c:5]2[c:6]([C:13](=[O:14])[OH:15])[cH:7][n:8]([CH3:12])[c:9](=[O:11])[cH:10]2)[cH:16][cH:17][c:18]([I:20])[cH:19]1.[NH2:33][C:34]([CH2:35][OH:36])([CH2:37][OH:38])[CH2:39][OH:40].[O:52]=[CH:53][N:54]([CH3:55])[CH3:56]>>[F:1][c:2]1[c:3]([NH:4][c:5]2[c:6]([C:13](=[O:15])[NH:33][C:34]([CH2:35][OH:36])([CH2:37][OH:38])[CH2:39][OH:40])[cH:7][n:8]([CH3:12])[c:9](=[O:11])[cH:10]2)[cH:16][cH:17][c:18]([I:20])[cH:19]1. Reactants: C1(=CC=CC=C1)C(N1CC(C1)O)C1=CC=CC=C1 (1-diphenylmethyl-3-azetidinol), ClC1=CC=C(C=C1)F (1-chloro-4-fluorobenzene), [H-].[Na+] (sodium hydride), ice water, [H][H] (hydrogen). Run in CN(C=O)C (dimethylformamide), CN(C=O)C (dimethylformamide). Run at temperature 90 celsius, time 2 hour. Product: ClC1=CC=C(OC2CN(C2)C(C2=CC=CC=C2)C2=CC=CC=C2)C=C1 (3-(4-Chlorophenoxy)-1-(diphenylmethyl)azetidine). Isolated yield 82.4%. RXN SMILES: [H-].[Na+].[C:3]1([CH:9]([C:15]2[CH:20]=[CH:19][CH:18]=[CH:17][CH:16]=2)[N:10]2[CH2:13][CH:12]([OH:14])[CH2:11]2)[CH:8]=[CH:7][CH:6]=[CH:5][CH:4]=1.[H][H].[Cl:23][C:24]1[CH:29]=[CH:28][C:27](F)=[CH:26][CH:25]=1>CN(C)C=O>[Cl:23][C:24]1[CH:29]=[CH:28][C:27]([O:14][CH:12]2[CH2:13][N:10]([CH:9]([C:3]3[CH:4]=[CH:5][CH:6]=[CH:7][CH:8]=3)[C:15]3[CH:16]=[CH:17][CH:18]=[CH:19][CH:20]=3)[CH2:11]2)=[CH:26][CH:25]=1 |f:0.1|. Procedure: A stirred slurry of 41.3 g (1.03 mole) of 60% sodium hydride (in mineral oil) in 500 ml of dry dimethylformamide under nitrogen atmosphere was heated to 50° C. and 22.5 g (0.94 mole) of 1-diphenylmethyl-3-azetidinol in 700 ml of dry dimethylformamide was added dropwise at a rate which maintained the temperature between 70°-80° C. and allowed a gentle evolution of hydrogen. After the addition was complete, the reaction mixture was stirred for 2 hr at 90° C., then 125 g (0.94 mole) of 1-chloro-4-f...